Dataset: the Open Reaction Database (ORD), a public repository of structured organic reaction records. Task: describe an organic reaction: reactants, conditions, products, and yield Reaction SMILES: [CH3:1][c:2]1[cH:3][cH:4][c:5]([S:6]([O:7][CH2:12][CH:13]2[CH2:14][O:15][c:16]3[c:17]([cH:19][c:20]([S:24](=[O:25])(=[O:26])[CH3:27])[cH:21][c:22]3[Cl:23])[O:18]2)(=[O:8])=[O:9])[cH:10][cH:11]1.[CH3:28][O:29][CH2:30][CH2:31][NH2:32]>>[CH2:12]([CH:13]1[CH2:14][O:15][c:16]2[c:17]([cH:19][c:20]([S:24](=[O:25])(=[O:26])[CH3:27])[cH:21][c:22]2[Cl:23])[O:18]1)[NH:32][CH2:31][CH2:30][O:29][CH3:28]. Reactants: Cc1ccc(S(=O)(=O)OCC2COc3c(Cl)cc(S(C)(=O)=O)cc3O2)cc1, COCCN. Yields the product COCCNCC1COc2c(Cl)cc(S(C)(=O)=O)cc2O1. Reactants: O=C(Cl)c1ccncc1, Cl, O=C(O)c1ccc(CO)c([N+](=O)[O-])c1, c1ccncc1. The product is O=C(O)c1ccc(COC(=O)c2ccncc2)c([N+](=O)[O-])c1. RXN SMILES: [C:16]([c:17]1[cH:18][cH:19][n:20][cH:21][cH:22]1)(=[O:23])[Cl:24].[ClH:15].[OH:1][CH2:2][c:3]1[c:4]([N+:12](=[O:13])[O-:14])[cH:5][c:6]([C:7](=[O:8])[OH:9])[cH:10][cH:11]1.[cH:25]1[cH:26][cH:27][n:28][cH:29][cH:30]1>>[O:1]([CH2:2][c:3]1[c:4]([N+:12](=[O:13])[O-:14])[cH:5][c:6]([C:7](=[O:8])[OH:9])[cH:10][cH:11]1)[C:16]([c:17]1[cH:18][cH:19][n:20][cH:21][cH:22]1)=[O:23]. The reactants are BrC1=CC(=CC=2N(C(=NC21)C2CC2)CC2=C(C(=CC=C2)C(F)(F)F)C)N (4-bromo-2-cyclopropyl-1-(2-methyl-3-(trifluoromethyl)benzyl)-1H-benzo[d]imidazol-6-amine), [OH-].[Na+] (sodium hydroxide), BrCCOCCBr (1-bromo-2-(2-bromoethoxy)ethane). The reagents and catalysts are [I-].C(CCC)[N+](CCCC)(CCCC)CCCC (tetrabutylammonium iodide). Reaction conditions: time 2.5 hour. Yields the product BrC1=CC(=CC=2N(C(=NC21)C2CC2)CC2=C(C(=CC=C2)C(F)(F)F)C)N2CCOCC2 (4-(4-bromo-2-cyclopropyl-1-(2-methyl-3-(trifluoromethyl)benzyl)-1H-benzo[d]imidazol-6-yl)morpholine). RXN SMILES: [Br:1][C:2]1[C:10]2[N:9]=[C:8]([CH:11]3[CH2:13][CH2:12]3)[N:7]([CH2:14][C:15]3[CH:20]=[CH:19][CH:18]=[C:17]([C:21]([F:24])([F:23])[F:22])[C:16]=3[CH3:25])[C:6]=2[CH:5]=[C:4]([NH2:26])[CH:3]=1.[OH-].[Na+].Br[CH2:30][CH2:31][O:32][CH2:33][CH2:34]Br>[I-].C([N+](CCCC)(CCCC)CCCC)CCC>[Br:1][C:2]1[C:10]2[N:9]=[C:8]([CH:11]3[CH2:12][CH2:13]3)[N:7]([CH2:14][C:15]3[CH:20]=[CH:19][CH:18]=[C:17]([C:21]([F:22])([F:24])[F:23])[C:16]=3[CH3:25])[C:6]=2[CH:5]=[C:4]([N:26]2[CH2:34][CH2:33][O:32][CH2:31][CH2:30]2)[CH:3]=1 |f:1.2,4.5|. Procedure details: 4-bromo-2-cyclopropyl-1-(2-methyl-3-(trifluoromethyl)benzyl)-1H-benzo[d]imidazol-6-amine (3.42 g, 8.06 mmol) was stirred in 6M sodium hydroxide (70 mL, 420 mmol) solution with 1-bromo-2-(2-bromoethoxy)ethane (5.03 mL, 40.3 mmol) and tetrabutylammonium iodide (0.298 g, 0.806 mmol) at 110° C. After stirring for 2.5 hr the mixture was cooled and the aqueous was decanted and the remaining sticky solid was dissolved in Et2O/EtOAc. The organic was washed with H2O and brine and dried over MgSO4 and con... Reactants: C(=C)(C)C1C(C(CC1)(O)C)=C (3-isopropenyl-1-methyl-2-methylene-cyclopentan-1-ol), C(=CC)OCC (ethyl 1-propenyl ether). The reagents and catalysts are P(O)(O)(O)=O (phosphoric acid). Yields the product C(=O)C(CC1=C(CCC1C(=C)C)C)C (2-(2-formylpropyl)-3-isopropenyl-1-methyl-cyclopent-1-ene). Isolated yield 66.7%. RXN SMILES: [C:1]([CH:4]1[CH2:8][CH2:7][C:6]([CH3:10])(O)[C:5]1=[CH2:11])([CH3:3])=[CH2:2].[CH:12]([O:15]CC)=[CH:13][CH3:14]>P(=O)(O)(O)O>[CH:12]([CH:13]([CH3:14])[CH2:11][C:5]1[CH:4]([C:1]([CH3:3])=[CH2:2])[CH2:8][CH2:7][C:6]=1[CH3:10])=[O:15]. Procedure: 15 drops of 85% phosphoric acid were added to a mixture, cooled to -30° C in a laboratory autoclave, of 76 g of 3-isopropenyl-1-methyl-2-methylene-cyclopentan-1-ol and 130 g of ethyl 1-propenyl ether. After gassing with nitrogen, the autoclave was brought, in an oil bath of 180° C, to an internal temperature of 150° C (this took about 15 minutes) and held at this temperature until a distinct drop in pressure occurred (about 75 minutes). The reaction mixture was then quenched, taken up in ether, ... Reactants: ClC=1SC2=C(N1)C=CC(=C2)Cl (2,6-dichlorobenzo[d]thiazole), N1C[C@H](CC1)O ((S)-pyrrolidin-3-ol), C([O-])([O-])=O.[K+].[K+] (potassium carbonate). The solvent is O.C(C)O (water ethanol). Reaction conditions: temperature 150 celsius. Product: ClC1=CC2=C(N=C(S2)N2C[C@H](CC2)O)C=C1 ((S)-1-(6-chlorobenzo[d]thiazol-2-yl)pyrrolidin-3-ol). Reaction SMILES: Cl[C:2]1[S:3][C:4]2[CH:10]=[C:9]([Cl:11])[CH:8]=[CH:7][C:5]=2[N:6]=1.[NH:12]1[CH2:16][CH2:15][C@H:14]([OH:17])[CH2:13]1.C(=O)([O-])[O-].[K+].[K+]>O.C(O)C>[Cl:11][C:9]1[CH:8]=[CH:7][C:5]2[N:6]=[C:2]([N:12]3[CH2:16][CH2:15][C@H:14]([OH:17])[CH2:13]3)[S:3][C:4]=2[CH:10]=1 |f:2.3.4,5.6|. Procedure: A stirred mixture of 2,6-dichlorobenzo[d]thiazole (CAS #3622-23-9, 0.314 g, 3.00 mmol), (S)-pyrrolidin-3-ol (0.314 g, 3.60 mmol), and potassium carbonate (1.24 g, 9.00 mmol) in water/ethanol (10 mL/8 mL) was heated at 150° C. under microwave irradiation for 5 minutes. The reaction mixture was cooled to room temperature then partitioned between dichloromethane and saturated aqueous sodium carbonate. The organic layer was dried (MgSO4) and filtered. The filtrate was concentrated under reduced pres... The reactants are CO, Cn1ncc(Cl)c1-c1cc(C(=O)NC(Cc2ccccc2C(F)(F)F)CN2C(=O)c3ccccc3C2=O)oc1Cl, NN, C1CCOC1. Yields the product Cn1ncc(Cl)c1-c1cc(C(=O)NC(CN)Cc2ccccc2C(F)(F)F)oc1Cl. As a reaction SMILES: [CH3:48][OH:49].[Cl:1][c:2]1[c:3](-[c:34]2[c:35]([Cl:40])[cH:36][n:37][n:38]2[CH3:39])[cH:4][c:5]([C:7](=[O:8])[NH:9][CH:10]([CH2:11][N:12]2[C:13](=[O:14])[c:15]3[c:16]([cH:17][cH:18][cH:19][cH:20]3)[C:21]2=[O:22])[CH2:23][c:24]2[c:25]([C:30]([F:31])([F:32])[F:33])[cH:26][cH:27][cH:28][cH:29]2)[o:6]1.[NH2:41][NH2:42].[O:43]1[CH2:44][CH2:45][CH2:46][CH2:47]1>>[Cl:1][c:2]1[c:3](-[c:34]2[c:35]([Cl:40])[cH:36][n:37][n:38]2[CH3:39])[cH:4][c:5]([C:7](=[O:8])[NH:9][CH:10]([CH2:11][NH2:12])[CH2:23][c:24]2[c:25]([C:30]([F:31])([F:32])[F:33])[cH:26][cH:27][cH:28][cH:29]2)[o:6]1. Starting materials: ClC1=CC=C2C(=C(C=NC2=C1)S(=O)(=O)N1CCN(CC1)C(=O)C1=C(N=C(S1)C1=CC=NC=C1)C)O (1-(7-chloro-4-hydroxyquinoline-3-sulfonyl)-4-[4-methyl-2-(4-pyridyl)-5-thiazolecarbonyl]-piperazine), P(=O)(Cl)(Cl)Cl (phosphoryl chloride). Yields the product ClC1=C(C=NC2=CC(=CC=C12)Cl)S(=O)(=O)N1CCN(CC1)C(=O)C1=C(N=C(S1)C1=CC=NC=C1)C (1-(4,7-dichloroquinoline-3-sulfonyl)-4-[4-methyl-2-(4-pyridyl)-5-thiazolecarbonyl]piperazine). Reaction SMILES: [Cl:1][C:2]1[CH:11]=[C:10]2[C:5]([C:6](O)=[C:7]([S:12]([N:15]3[CH2:20][CH2:19][N:18]([C:21]([C:23]4[S:27][C:26]([C:28]5[CH:33]=[CH:32][N:31]=[CH:30][CH:29]=5)=[N:25][C:24]=4[CH3:34])=[O:22])[CH2:17][CH2:16]3)(=[O:14])=[O:13])[CH:8]=[N:9]2)=[CH:4][CH:3]=1.P(Cl)(Cl)([Cl:38])=O>>[Cl:38][C:6]1[C:5]2[C:10](=[CH:11][C:2]([Cl:1])=[CH:3][CH:4]=2)[N:9]=[CH:8][C:7]=1[S:12]([N:15]1[CH2:20][CH2:19][N:18]([C:21]([C:23]2[S:27][C:26]([C:28]3[CH:33]=[CH:32][N:31]=[CH:30][CH:29]=3)=[N:25][C:24]=2[CH3:34])=[O:22])[CH2:17][CH2:16]1)(=[O:14])=[O:13]. Procedure details: A suspension of 1-(7-chloro-4-hydroxyquinoline-3-sulfonyl)-4-[4-methyl-2-(4-pyridyl)-5-thiazolecarbonyl]-piperazine (200 mg) in phosphoryl chloride (6 ml) was refluxed for 2 hours. The reaction mixture was concentrated, and ice water was added to the residue. To the mixture was added an aqueous solution of sodium hydrogen carbonate, and the mixture was extracted with dichloromethane. The extract was dried and concentrated to give brown crystals of the title compound (223 mg). Starting materials: CC(CN1C(=O)c2ccccc2C1=O)OS(C)(=O)=O, Cc1ccccc1, Cc1cccc(C)c1NS(C)(=O)=O, [H-], [Na+], O. The product is Cc1cccc(C)c1N(C(C)CN1C(=O)c2ccccc2C1=O)S(C)(=O)=O. As a reaction SMILES: [CH3:16][S:17]([O:18][CH:21]([CH2:22][N:23]1[C:24](=[O:33])[c:25]2[c:26]([cH:29][cH:30][cH:31][cH:32]2)[C:27]1=[O:28])[CH3:34])(=[O:19])=[O:20].[CH3:36][c:37]1[cH:38][cH:39][cH:40][cH:41][cH:42]1.[CH3:3][c:4]1[c:5]([NH:11][S:12](=[O:13])(=[O:14])[CH3:15])[c:6]([CH3:10])[cH:7][cH:8][cH:9]1.[H-:1].[Na+:2].[OH2:35]>>[CH3:3][c:4]1[c:5]([N:11]([S:12](=[O:13])(=[O:14])[CH3:15])[CH:21]([CH2:22][N:23]2[C:24](=[O:33])[c:25]3[c:26]([cH:29][cH:30][cH:31][cH:32]3)[C:27]2=[O:28])[CH3:34])[c:6]([CH3:10])[cH:7][cH:8][cH:9]1. The reactants are COC(=O)Cc1ccc(COC2C#CC=CC#CC3(O[Si](C)(C)C(C)(C)C)CCC=C2C3=O)cc1, CCOC(C)=O, O=S(=O)(O)C(F)(F)F. Yields the product COC(=O)Cc1ccc(COC2C#CC=CC#CC3(O)CCC=C2C3=O)cc1. As a reaction SMILES: [CH3:1][O:2][C:3](=[O:4])[CH2:5][c:6]1[cH:7][cH:8][c:9]([CH2:10][O:11][CH:12]2[C:13]#[C:14][CH:15]=[CH:16][C:17]#[C:18][C:19]3([O:26][Si:27]([C:28]([CH3:29])([CH3:30])[CH3:31])([CH3:32])[CH3:33])[CH2:20][CH2:21][CH:22]=[C:23]2[C:24]3=[O:25])[cH:34][cH:35]1.[CH3:44][CH2:45][O:46][C:47](=[O:48])[CH3:49].[OH:36][S:37]([C:38]([F:39])([F:40])[F:41])(=[O:42])=[O:43]>>[CH3:1][O:2][C:3](=[O:4])[CH2:5][c:6]1[cH:7][cH:8][c:9]([CH2:10][O:11][CH:12]2[C:13]#[C:14][CH:15]=[CH:16][C:17]#[C:18][C:19]3([OH:26])[CH2:20][CH2:21][CH:22]=[C:23]2[C:24]3=[O:25])[cH:34][cH:35]1. Reactants: FC(C(=O)O)(F)F.FC(C(=O)O)(F)F.ClC=1C=NC=2NC=3C=CC=C(CCC4=CC(=CC(NC1N2)=C4)N)C3 (6-chloro-2,4,8,22-tetraazatetracyclo[14.3.1.1(3,7).1(9,13)]docosa-1(20),3(22),4,6,9(21),10,12,16,18-nonaen-11-amine bis(trifluoroacetate)), N(=C=O)C1CCCC1 (isocyanatocyclopentane). Yields the product FC(C(=O)O)(F)F.ClC=1C=NC=2NC=3C=CC=C(CCC4=CC(=CC(NC1N2)=C4)NC(=O)NC4CCCC4)C3 (N-[6-Chloro-2,4,8,22-tetraazatetracyclo[14.3.1.1(3,7).1(9,13)]docosa-1(20),3(22),4,6,9(21),10,12,16,18-nonaen-11-yl]-N′-cyclopentylurea trifluoroacetate). Yield: 39.0%. Reaction SMILES: [F:1][C:2]([F:7])([F:6])[C:3]([OH:5])=[O:4].FC(F)(F)C(O)=O.[Cl:15][C:16]1[CH:17]=[N:18][C:19]2[NH:20][C:21]3[CH:22]=[CH:23][CH:24]=[C:25]([CH:38]=3)[CH2:26][CH2:27][C:28]3[CH:36]=[C:32]([NH:33][C:34]=1[N:35]=2)[CH:31]=[C:30]([NH2:37])[CH:29]=3.[N:39]([CH:42]1[CH2:46][CH2:45][CH2:44][CH2:43]1)=[C:40]=[O:41]>>[F:1][C:2]([F:7])([F:6])[C:3]([OH:5])=[O:4].[Cl:15][C:16]1[CH:17]=[N:18][C:19]2[NH:20][C:21]3[CH:22]=[CH:23][CH:24]=[C:25]([CH:38]=3)[CH2:26][CH2:27][C:28]3[CH:36]=[C:32]([NH:33][C:34]=1[N:35]=2)[CH:31]=[C:30]([NH:37][C:40]([NH:39][CH:42]1[CH2:46][CH2:45][CH2:44][CH2:43]1)=[O:41])[CH:29]=3 |f:0.1.2,4.5|. Procedure details: The desired compound was prepared according to the procedure of Example B83, using 6-chloro-2,4,8,22-tetraazatetracyclo[14.3.1.1(3,7).1(9,13)]docosa-1(20),3(22),4,6,9(21),10,12,16,18-nonaen-11-amine bis(trifluoroacetate) and isocyanatocyclopentane as the starting materials in 39% yield. LCMS for C24H26ClN6O (M+H)+: m/z=449.2.